Dataset: the Open Reaction Database (ORD), a public repository of structured organic reaction records. Task: describe an organic reaction: reactants, conditions, products, and yield Yields the product COC=1C=C2C(=NC(=NC2=CC1OC)CCO)C1=CC(=C(C=C1)OC)OC (6,7-dimethoxy-4-(3,4-dimethoxyphenyl)-2-(2-hydroxyethyl) quinazoline). Isolated yield 83.5%. Reaction SMILES: C[O:2][C:3](=O)[CH2:4][C:5]1[N:14]=[C:13]([C:15]2[CH:20]=[CH:19][C:18]([O:21][CH3:22])=[C:17]([O:23][CH3:24])[CH:16]=2)[C:12]2[C:7](=[CH:8][C:9]([O:28][CH3:29])=[C:10]([O:26][CH3:27])[C:11]=2C)[N:6]=1.[BH4-].[Na+].O1CCCC1.CO>O>[CH3:27][O:26][C:10]1[CH:11]=[C:12]2[C:7](=[CH:8][C:9]=1[O:28][CH3:29])[N:6]=[C:5]([CH2:4][CH2:3][OH:2])[N:14]=[C:13]2[C:15]1[CH:20]=[CH:19][C:18]([O:21][CH3:22])=[C:17]([O:23][CH3:24])[CH:16]=1 |f:1.2|. Run in O (water). Starting materials: COC(CC1=NC2=CC(=C(C(=C2C(=N1)C1=CC(=C(C=C1)OC)OC)C)OC)OC)=O (methyl 6,7-dimethoxy-4-(3,4-dimethoxyphenyl)quinazoline-2-acetic acid methyl ester), [BH4-].[Na+] (sodium borohydride), O1CCCC1 (tetrahydrofuran), CO (methanol). Procedure: To a mixture of methyl 6,7-dimethoxy-4-(3,4-dimethoxyphenyl)quinazoline-2-acetic acid methyl ester(4.0 g), sodium borohydride (1.9 g) and tetrahydrofuran (80 ml), methanol (15 ml) was added dropwise under continuous reflux, followed by refluxing for 2 hours. The reaction mixture was poured into water and extracted with ethyl acetate. The ethyl acetate layer was washed with water, dried (MgSO4) and concentrated under reduced pressure to yield 6,7-dimethoxy-4-(3,4-dimethoxyphenyl)-2-(2-hydroxyethy... Reactants: C(C)(C)(C)OC(=O)NCC#CCCl (1-t-Butyloxycarbonylamino-4-chloro-2-butyne), C(C)(=O)NC(C(=O)OCC)C(=O)OCC (diethyl acetamidomalonate), [O-]CC.[Na+] (sodiumethoxide), [Na] (sodium). The solvent is C(C)O (ethanol). Yields the product C(C)OC(C(CC#CCNC(=O)OC(C)(C)C)(C(=O)OCC)NC(C)=O)=O (Ethyl-2-acetylamino-6-t-butyloxycarbonylamino-2-ethoxycarbonyl-4-hexynoate). The yield is 49.4%. Reaction SMILES: [C:1]([O:5][C:6]([NH:8][CH2:9][C:10]#[C:11][CH2:12]Cl)=[O:7])([CH3:4])([CH3:3])[CH3:2].[C:14]([NH:17][CH:18]([C:24]([O:26][CH2:27][CH3:28])=[O:25])[C:19]([O:21][CH2:22][CH3:23])=[O:20])(=[O:16])[CH3:15].[O-]CC.[Na+].[Na]>C(O)C>[CH2:27]([O:26][C:24](=[O:25])[C:18]([NH:17][C:14](=[O:16])[CH3:15])([C:19]([O:21][CH2:22][CH3:23])=[O:20])[CH2:12][C:11]#[C:10][CH2:9][NH:8][C:6]([O:5][C:1]([CH3:4])([CH3:3])[CH3:2])=[O:7])[CH3:28] |f:2.3,^1:32|. Reported procedure: Ex-8d) 12.1 g 1-t-Butyloxycarbonylamino-4-chloro-2-butyne is refluxed for 16 h with a mixture of 8 g diethyl acetamidomalonate and sodiumethoxide prepared from 900 mg of sodium in 100 mL of absolute ethanol. Ethanol is then removed under vacuum and the residual mass is partitioned between water and ethylacetate/ether (1:1). The organic layer is treated with 0.5N NaOH and 0.5N HCl and washed with water. It is then dried over Na2SO4, filtered and concentrated. The product is crystallized from ethy... Starting materials: CSCC=1C=CC=C2C=CNC12 (7-[(Methylsulfanyl)methyl]-1H-indole), ClC1=CC(=C(C(=C1)F)C(O)C1=CC=C(C=C1)F)F ((4-Chloro-2,6-difluorophenyl)(4-fluorophenyl)methanol), FC1=CC=C(C=C1)C(C1=CNC2=C(C=CC=C12)CSC)C1=CC=C(C=C1)F (3-[Bis(4-fluorophenyl)methyl]-7-[(methylsulfanyl)methyl]-1H-indole). Yields the product ClC1=CC(=C(C(=C1)F)C(C1=CNC2=C(C=CC=C12)CSC)C1=CC=C(C=C1)F)F (3-[(4-Chloro-2,6-difluorophenyl)(4-fluorophenyl)methyl]-7-[(methylsulfanyl)methyl]-1H-indole). As a reaction SMILES: [CH3:1][S:2][CH2:3][C:4]1[CH:5]=[CH:6][CH:7]=[C:8]2[C:12]=1[NH:11][CH:10]=[CH:9]2.[Cl:13][C:14]1[CH:19]=[C:18]([F:20])[C:17]([CH:21]([C:23]2[CH:28]=[CH:27][C:26]([F:29])=[CH:25][CH:24]=2)O)=[C:16]([F:30])[CH:15]=1.FC1C=CC(C(C2C=CC(F)=CC=2)C2C3C(=C(CSC)C=CC=3)NC=2)=CC=1>>[Cl:13][C:14]1[CH:15]=[C:16]([F:30])[C:17]([CH:21]([C:23]2[CH:28]=[CH:27][C:26]([F:29])=[CH:25][CH:24]=2)[C:9]2[C:8]3[C:12](=[C:4]([CH2:3][S:2][CH3:1])[CH:5]=[CH:6][CH:7]=3)[NH:11][CH:10]=2)=[C:18]([F:20])[CH:19]=1. Reported procedure: The title compound was prepared starting from 490 mg (2.76 mmol) of the compound from Example 8A and 753 mg (2.76 mmol) of the compound from Example 178A in analogy to the synthesis of the compound from Example 278. 140 mg (12% of theory) of the target compound were obtained.